Dataset: the Open Reaction Database (ORD), a public repository of structured organic reaction records. Task: describe an organic reaction: reactants, conditions, products, and yield Reactants: OC1=CC=CC(OC)=C1. Reagents/catalysts: OC(C)(C)C(O)(C)C, N=1C=CC(=CC1C=2N=CC=C(C2)C(C)(C)C)C(C)(C)C, O1B(OCC1)B2OCCO2, N(CC)(CC)CC, C[OH2+].C[OH2+].C1CC=CCCC=C1.C1CC=CCCC=C1.[Ir].[Ir]. Run in ClC(Cl)Cl, C=1C=CC(=CC1)C. Conditions: temperature 80 celsius, time 2 hour. Yields the product OC1=CC(OC)=CC=C1B2OC(C)(C)C(O2)(C)C. The yield is 80.0%.